From a dataset of the Open Reaction Database (ORD), a public repository of structured organic reaction records. describe an organic reaction: reactants, conditions, products, and yield Reactants: C(C1=CC=CC=C1)N1CC2C(=CCC(C2(C1)C(=O)OC)C1=CC=CC=C1)I (methyl (3aRS,4SR,7aRS)-2-benzyl-7-iodo-4-phenyl-2,3,3a,4,5,7a-hexahydro-1H-isoindole-3a-carboxylate), S1C=C(C=C1)B(O)O (3-thienylboronic acid), C([O-])([O-])=O.[Na+].[Na+] (sodium carbonate). Reagents/catalysts: C=1C=CC(=CC1)[P](C=2C=CC=CC2)(C=3C=CC=CC3)[Pd]([P](C=4C=CC=CC4)(C=5C=CC=CC5)C=6C=CC=CC6)([P](C=7C=CC=CC7)(C=8C=CC=CC8)C=9C=CC=CC9)[P](C=1C=CC=CC1)(C=1C=CC=CC1)C=1C=CC=CC1 (tetrakis(triphenylphosphine)palladium). Run in C1(=CC=CC=C1)C (toluene), CO (methanol). Yields the product C(C1=CC=CC=C1)N1CC2C(=CCC(C2(C1)C(=O)OC)C1=CC=CC=C1)C1=CSC=C1 (methyl (3aRS,4SR,7aRS)-2-benzyl-4-phenyl-7-(3-thienyl)-2,3,3a,4,5,7a-hexahydro-1H-isoindole-3a-carboxylate). Isolated yield 90.9%. As a reaction SMILES: [CH2:1]([N:8]1[CH2:16][C:15]2([C:17]([O:19][CH3:20])=[O:18])[CH:10]([C:11](I)=[CH:12][CH2:13][CH:14]2[C:21]2[CH:26]=[CH:25][CH:24]=[CH:23][CH:22]=2)[CH2:9]1)[C:2]1[CH:7]=[CH:6][CH:5]=[CH:4][CH:3]=1.[S:28]1[CH:32]=[CH:31][C:30](B(O)O)=[CH:29]1.C(=O)([O-])[O-].[Na+].[Na+]>C1(C)C=CC=CC=1.CO.C1C=CC([P]([Pd]([P](C2C=CC=CC=2)(C2C=CC=CC=2)C2C=CC=CC=2)([P](C2C=CC=CC=2)(C2C=CC=CC=2)C2C=CC=CC=2)[P](C2C=CC=CC=2)(C2C=CC=CC=2)C2C=CC=CC=2)(C2C=CC=CC=2)C2C=CC=CC=2)=CC=1>[CH2:1]([N:8]1[CH2:16][C:15]2([C:17]([O:19][CH3:20])=[O:18])[CH:10]([C:11]([C:30]3[CH:31]=[CH:32][S:28][CH:29]=3)=[CH:12][CH2:13][CH:14]2[C:21]2[CH:26]=[CH:25][CH:24]=[CH:23][CH:22]=2)[CH2:9]1)[C:2]1[CH:7]=[CH:6][CH:5]=[CH:4][CH:3]=1 |f:2.3.4,^1:54,56,75,94|. Procedure: By carrying out the reaction as in Stage C of Example 45, but from 1.2 g of methyl (3aRS,4SR,7aRS)-2-benzyl-7-iodo-4-phenyl-2,3,3a,4,5,7a-hexahydro-1H-isoindole-3a-carboxylate in 30 cm3 of toluene, from 150 mg of tetrakis(triphenylphosphine)palladium, from 0.35 g of 3-thienylboronic acid in 15 cm3 of methanol and from 28 cm3 of a 2N aqueous sodium carbonate solution at reflux for three hours, 0.99 g (93%) of methyl (3aRS,4SR,7aRS)-2-benzyl-4-phenyl-7-(3-thienyl)-2,3,3a,4,5,7a-hexahydro-1H-isoind... The reactants are C(C)(C)(C)OC(=O)N1C[C@H]([C@@H](C1)CNC(C(C)(C1=CC=CC=C1)C)=O)CN(C(C1=CC(=C(C=C1)OC)OCCCOC)=O)C(C)C ((3R,4R)-3-({isopropyl-[4-methoxy-3-(3-methoxy-propoxy)-benzoyl]-amino}-methyl)-4-[(2-methyl-2-phenyl-propionylamino)-methyl]-pyrrolidine-1-carboxylic acid tert-butyl ester). Run in Cl (HCl), O1CCOCC1 (dioxane). The product is C(C)(C)N(C(C1=CC(=C(C=C1)OC)OCCCOC)=O)C[C@@H]1CNC[C@H]1CNC(C(C)(C1=CC=CC=C1)C)=O (N-Isopropyl-4-methoxy-3-(3-methoxy-propoxy)-N-{(3S,4S)-4-[(2-methyl-2-phenyl-propionylamino)-methyl]-pyrrolidin-3-ylmethyl}-benzamide). Reaction SMILES: C(OC([N:8]1[CH2:12][C@@H:11]([CH2:13][NH:14][C:15](=[O:25])[C:16]([CH3:24])([C:18]2[CH:23]=[CH:22][CH:21]=[CH:20][CH:19]=2)[CH3:17])[C@H:10]([CH2:26][N:27]([CH:44]([CH3:46])[CH3:45])[C:28](=[O:43])[C:29]2[CH:34]=[CH:33][C:32]([O:35][CH3:36])=[C:31]([O:37][CH2:38][CH2:39][CH2:40][O:41][CH3:42])[CH:30]=2)[CH2:9]1)=O)(C)(C)C>Cl.O1CCOCC1>[CH:44]([N:27]([CH2:26][C@H:10]1[C@H:11]([CH2:13][NH:14][C:15](=[O:25])[C:16]([CH3:24])([C:18]2[CH:23]=[CH:22][CH:21]=[CH:20][CH:19]=2)[CH3:17])[CH2:12][NH:8][CH2:9]1)[C:28](=[O:43])[C:29]1[CH:34]=[CH:33][C:32]([O:35][CH3:36])=[C:31]([O:37][CH2:38][CH2:39][CH2:40][O:41][CH3:42])[CH:30]=1)([CH3:46])[CH3:45]. Procedure: The title compound is prepared according to Scheme 6 as follows: The solution of (3R,4R)-3-({isopropyl-[4-methoxy-3-(3-methoxy-propoxy)-benzoyl]-amino}-methyl)-4-[(2-methyl-2-phenyl-propionylamino)-methyl]-pyrrolidine-1-carboxylic acid tert-butyl ester (227 mg, 0.319 mmol) in 4N HCl in dioxane (2 mL) is stirred for 6 hrs at room temperature. The volatiles are removed by freeze-drying to give the title compound as white solid. MS [M+H]+=540.2. tR (HPLC, Nucleosil C18HD column, 20-100% CH3CN/H2O/6...